The task is: describe an organic reaction: reactants, conditions, products, and yield. This data is from the Open Reaction Database (ORD), a public repository of structured organic reaction records. Reactants: [OH-].[Na+] (NaOH), C(Cl)C1CO1 (epichlorhydrin), C1(C2C(C(=O)O1)CCCC2)=O (hexahydrophthalic acid anhydride), OP(=O)([O-])[O-].[K+].[K+] (K2HPO4). The solvent is O (water), O (water). Reaction conditions: temperature 90 celsius, time 2.5 hour. Product: C(C1CO1)OC(C1C(C(=O)OCC2CO2)CCCC1)=O (Hexahydrophthalic acid diglycidyl ester). Reaction SMILES: [CH2:1]([CH:3]1[O:5][CH2:4]1)Cl.[C:6]1(=[O:16])[O:11][C:9](=[O:10])[CH:8]2[CH2:12][CH2:13][CH2:14][CH2:15][CH:7]12.OP([O-])([O-])=O.[K+].[K+].[OH-:24].[Na+]>O>[CH2:1]([O:24][C:9](=[O:10])[CH:8]1[CH2:12][CH2:13][CH2:14][CH2:15][CH:7]1[C:6]([O:11][CH2:1][CH:3]1[O:5][CH2:4]1)=[O:16])[CH:3]1[O:5][CH2:4]1 |f:2.3.4,5.6|. Procedure details: 4163 g of epichlorhydrin, 693 g of hexahydrophthalic acid anhydride and 105 g of distilled water were weighed into a 6-liter four-necked flask, equipped with a reflux condenser, gas inlet pipe and dropping funnel, and heated with stirring to 90°C. A gentle stream of nitrogen was passed over the reaction mixture. After 2.5 hours, 15 g of K2HPO4 (secondary o-potassium phosphate) were added and the mixture was kept for about another 4 hours at 90°C. Thereafter, the product had an acid number of 0. ... Starting materials: CCN(C(C)C)C(C)C, CCN1CCNCC1, C1CCOC1, COC(=O)c1c(Cl)nc(Cl)nc1Nc1cccc(C)c1, [Na+], O=C([O-])O. Product: CCN1CCN(c2nc(Cl)c(C(=O)OC)c(Nc3cccc(C)c3)n2)CC1. As a reaction SMILES: [CH2:21]([N:22]([CH:23]([CH3:24])[CH3:25])[CH:26]([CH3:27])[CH3:28])[CH3:29].[CH2:30]([CH3:31])[N:32]1[CH2:33][CH2:34][NH:35][CH2:36][CH2:37]1.[CH2:43]1[O:44][CH2:45][CH2:46][CH2:47]1.[Cl:1][c:2]1[n:3][c:4]([NH:13][c:14]2[cH:15][c:16]([CH3:20])[cH:17][cH:18][cH:19]2)[c:5]([C:9](=[O:10])[O:11][CH3:12])[c:6]([Cl:8])[n:7]1.[Na+:42].[O-:38][C:39]([OH:40])=[O:41]>>[c:2]1([N:35]2[CH2:34][CH2:33][N:32]([CH2:30][CH3:31])[CH2:37][CH2:36]2)[n:3][c:4]([NH:13][c:14]2[cH:15][c:16]([CH3:20])[cH:17][cH:18][cH:19]2)[c:5]([C:9](=[O:10])[O:11][CH3:12])[c:6]([Cl:8])[n:7]1.